This data is from the Open Reaction Database (ORD), a public repository of structured organic reaction records. The task is: describe an organic reaction: reactants, conditions, products, and yield Reactants: [N+](=O)([O-])C1=CC=C(CCl)C=C1 (4-nitrobenzyl chloride), O([Na])S(=O)C (NaOSOCH3). RXN SMILES: [N+:1]([C:4]1[CH:11]=[CH:10][C:7]([CH2:8]Cl)=[CH:6][CH:5]=1)([O-:3])=[O:2].[O:12]([S:14]([CH3:16])=[O:15])[Na]>CCCC[N+](CCCC)(CCCC)CCCC.[I-].CCO>[CH3:16][S:14]([CH2:8][C:7]1[CH:10]=[CH:11][C:4]([N+:1]([O-:3])=[O:2])=[CH:5][CH:6]=1)(=[O:15])=[O:12] |f:2.3|. Isolated yield 120.2%. The reagents and catalysts are CCCC[N+](CCCC)(CCCC)CCCC.[I-] (TBAI). Solvent: CCO (EtOH). Reported procedure: To a mixture of 4-nitrobenzyl chloride (1 g, 5.8 mmol) and TBAI (0.11 g, 0.29 mmol) in EtOH (12 mL) was added NaOSOCH3 (0.77 g, 6.38 mmol). After heating at reflux for 2 h, the mixture was cooled to room temperature, and the precipitates were collected by filtration to give 1-(methylsulfonylmethyl)-4-nitrobenzene (1.5 g). Product: CS(=O)(=O)CC1=CC=C(C=C1)[N+](=O)[O-] (1-(methylsulfonylmethyl)-4-nitrobenzene). The reactants are O1CC(CC1)C=O (Tetrahydrofuran-3-carboxaldehyde), Cl.NO (hydroxylamine-hydrochloride). Solvent: C(C)O (ethanol). Yields the product ON=C(C1COCC1)Cl (N-hydroxytetrahydrofuran-3-carbimidoyl chloride). Reaction SMILES: [O:1]1[CH2:5][CH2:4][CH:3]([CH:6]=O)[CH2:2]1.[ClH:8].[NH2:9][OH:10]>C(O)C>[OH:10][N:9]=[C:6]([Cl:8])[CH:3]1[CH2:4][CH2:5][O:1][CH2:2]1 |f:1.2|. Procedure details: Tetrahydrofuran-3-carboxaldehyde (50% solution in water, 2.5 mL, 12.5 mmol) in ethanol (5.0 mL) is stirred with hydroxylamine-hydrochloride (1.3 g, 18.7 mmol) for 3 h. The reaction is quenched with 0.1 M HCl and extracted with EtOAc, dried over MgSO4, filtered, and concentrated to give the oxime as a colorless oil. A solution of the oxime (115 mg, 1.0 mmol) in DMF (1 mL) is then treated with N-chlorosuccinimide (147 mg, 1.1 mmol) at 40° C. for 2 h. The reaction is then cooled to room temperature... The reactants are CN(CCN)C (N,N-Dimethylethylenediamine), ClC=1N(C2=NC(=NC(=C2N1)N1CCOCC1)C=1C=NC(=NC1)N)CC1CC1 (5-[8-chloro-9-(cyclopropylmethyl)-6-morpholin-4-yl-9H-purin-2-yl]pyrimidin-2-amine). Run in CS(=O)C (dimethyl sulfoxide). Conditions: temperature 150 celsius, time 4 hour. Product: NC1=NC=C(C=N1)C1=NC(=C2N=C(N(C2=N1)CC1CC1)NCCN(C)C)N1CCOCC1 (N′-[2-(2-Aminopyrimidin-5-yl)-9-(cyclopropylmethyl)-6-morpholin-4-yl-9H-purin-8-yl]-N,N-dimethylethane-1,2-diamine). The yield is 74.5%. RXN SMILES: [CH3:1][N:2]([CH3:6])[CH2:3][CH2:4][NH2:5].Cl[C:8]1[N:9]([CH2:30][CH:31]2[CH2:33][CH2:32]2)[C:10]2[C:15]([N:16]=1)=[C:14]([N:17]1[CH2:22][CH2:21][O:20][CH2:19][CH2:18]1)[N:13]=[C:12]([C:23]1[CH:24]=[N:25][C:26]([NH2:29])=[N:27][CH:28]=1)[N:11]=2>CS(C)=O>[NH2:29][C:26]1[N:25]=[CH:24][C:23]([C:12]2[N:11]=[C:10]3[C:15]([N:16]=[C:8]([NH:5][CH2:4][CH2:3][N:2]([CH3:6])[CH3:1])[N:9]3[CH2:30][CH:31]3[CH2:33][CH2:32]3)=[C:14]([N:17]3[CH2:22][CH2:21][O:20][CH2:19][CH2:18]3)[N:13]=2)=[CH:28][N:27]=1. Procedure details: N,N-Dimethylethylenediamine (113 mg, 1.3 mmol) and dimethyl sulfoxide (1 ml) were added to 5-[8-chloro-9-(cyclopropylmethyl)-6-morpholin-4-yl-9H-purin-2-yl]pyrimidin-2-amine (100 mg, 0.26 mmol) and the resulting mixture was stirred at 150° C. for 4 hours. The reaction mixture was purified by preparative HPLC (column, NOMURA Develosil Combi-RP-5; mobile phase, acetonitrile/water/formic acid) to give the title compound (85 mg, 68%) as a pale yellow solid. The reactants are C(C)C=1N(C=CN1)C1=C(C(=O)NC2=CC=C(C(=O)N3CCC(\C(\C4=C3C=CC=C4)=C/C(=O)O)(F)F)C=C2)C=CC=C1 ((Z)-[1-[4-[2-(2-ethyl-1H-imidazol-1-yl)benzoylamino]benzoyl]-4,4-difluoro-2,3,4,5-tetrahydro-1H-1-benzazepin-5-ylidene]acetic acid), CN (methylamine). Product: C(C)C=1N(C=CN1)C1=C(C(=O)NC2=CC=C(C=C2)C(=O)N2CCC(\C(\C3=C2C=CC=C3)=C/C(NC)=O)(F)F)C=CC=C1 ((Z)-2-(2-ethyl-1H-imidazol-1-yl)-4'-[[4,4-difluoro-5-[(N-methylcarbamoyl)methylene]-2,3,4,5-tetrahydro-1H-1-benzazepin-1-yl]carbonyl]benzanilide). As a reaction SMILES: [CH2:1]([C:3]1[N:4]([C:8]2[CH:41]=[CH:40][CH:39]=[CH:38][C:9]=2[C:10]([NH:12][C:13]2[CH:37]=[CH:36][C:16]([C:17]([N:19]3[C:25]4[CH:26]=[CH:27][CH:28]=[CH:29][C:24]=4/[C:23](=[CH:30]/[C:31]([OH:33])=O)/[C:22]([F:35])([F:34])[CH2:21][CH2:20]3)=[O:18])=[CH:15][CH:14]=2)=[O:11])[CH:5]=[CH:6][N:7]=1)[CH3:2].[CH3:42][NH2:43]>>[CH2:1]([C:3]1[N:4]([C:8]2[CH:41]=[CH:40][CH:39]=[CH:38][C:9]=2[C:10]([NH:12][C:13]2[CH:14]=[CH:15][C:16]([C:17]([N:19]3[C:25]4[CH:26]=[CH:27][CH:28]=[CH:29][C:24]=4/[C:23](=[CH:30]/[C:31](=[O:33])[NH:43][CH3:42])/[C:22]([F:34])([F:35])[CH2:21][CH2:20]3)=[O:18])=[CH:36][CH:37]=2)=[O:11])[CH:5]=[CH:6][N:7]=1)[CH3:2]. Procedure details: Using 0.5 g of (Z)-[1-[4-[2-(2-ethyl-1H-imidazol-1-yl)benzoylamino]benzoyl]-4,4-difluoro-2,3,4,5-tetrahydro-1H-1-benzazepin-5-ylidene]acetic acid and 40% methylamine aqueous solution, a similar procedure as in Example 11 was repeated to obtain 425 mg of (Z)-2-(2-ethyl-1H-imidazol-1-yl)-4'-[[4,4-difluoro-5-[(N-methylcarbamoyl)methylene]-2,3,4,5-tetrahydro-1H-1-benzazepin-1-yl]carbonyl]benzanilide. Reactants: BrB(Br)Br, O=C([O-])O, COc1cc(NC(=O)c2ccccc2NC(=O)c2ccc(C(C)(C)C)cc2)cc(OC)c1, ClCCl, [Na+]. Yields the product COc1cc(O)cc(NC(=O)c2ccccc2NC(=O)c2ccc(C(C)(C)C)cc2)c1. As a reaction SMILES: [B:33]([Br:34])([Br:35])[Br:36].[C:37](=[O:38])([OH:39])[O-:40].[CH3:1][O:2][c:3]1[cH:4][c:5]([NH:11][C:12]([c:13]2[c:14]([NH:19][C:20]([c:21]3[cH:22][cH:23][c:24]([C:27]([CH3:28])([CH3:29])[CH3:30])[cH:25][cH:26]3)=[O:31])[cH:15][cH:16][cH:17][cH:18]2)=[O:32])[cH:6][c:7]([O:9][CH3:10])[cH:8]1.[Cl:42][CH2:43][Cl:44].[Na+:41]>>[OH:2][c:3]1[cH:4][c:5]([NH:11][C:12]([c:13]2[c:14]([NH:19][C:20]([c:21]3[cH:22][cH:23][c:24]([C:27]([CH3:28])([CH3:29])[CH3:30])[cH:25][cH:26]3)=[O:31])[cH:15][cH:16][cH:17][cH:18]2)=[O:32])[cH:6][c:7]([O:9][CH3:10])[cH:8]1. Starting materials: I(=O)(=O)(=O)[O-].[Na+] (Sodium metaperiodate), C(#N)NC(=NCCSCC1=C(N=CN1)C)NC (N-cyano-N'-methyl-N"-[2-((4-methyl-5-imidazolyl)methylthio)ethyl]guanidine). The solvent is O (water). Conditions: time 90 minute. The product is C(#N)NC(=NCCS(=O)CC1=C(N=CN1)C)NC (N-Cyano-N'-methyl-N"-[2-((4-methyl-5-imidazolyl)methyl sulphinyl)ethyl]guanidine). As a reaction SMILES: I([O-])(=O)(=O)=[O:2].[Na+].[C:7]([NH:9][C:10]([NH:22][CH3:23])=[N:11][CH2:12][CH2:13][S:14][CH2:15][C:16]1[NH:20][CH:19]=[N:18][C:17]=1[CH3:21])#[N:8]>O>[C:7]([NH:9][C:10]([NH:22][CH3:23])=[N:11][CH2:12][CH2:13][S:14]([CH2:15][C:16]1[NH:20][CH:19]=[N:18][C:17]=1[CH3:21])=[O:2])#[N:8] |f:0.1|. Procedure: Sodium metaperiodate (1.85 g, 8.68 m.mol.) was added to a stirred, cooled (5°) solution of N-cyano-N'-methyl-N"-[2-((4-methyl-5-imidazolyl)methylthio)ethyl]guanidine (2.085 g, 8.27 m.mol.) in water (83 ml). After 90 minutes stirring at 5° thin layer chromatography indicated almost complete disappearance of starting material. The solution was allowed to stand overnight at room temperature to complete the reaction, then evaporated under reduced pressure to dryness, with azeotroping with n-propanol... Starting materials: O1CCOCC1 (dioxane), O1CCOCC1 (dioxane), C(C1=CC=CC=C1)(C1=CC=CC=C1)(C1=CC=CC=C1)NC=1SC=C(N1)/C(/C(=O)O)=N/OC1C(NCC1)=O ((Z)-2-(2-tritylaminothiazol-4-yl)-2-[(2-pyrrolidon-3-yl)oxyimino]acetic acid), O1CCOCC1 (dioxane), N[C@@H](CC1=CC=CC=C1)C(=O)OC (methyl L-phenylalaninate). Run in CO (methanol), CO (methanol), CO (methanol). Run at temperature 50 celsius, time 5 hour. Yields the product CN[C@@H](CC1=CC=CC=C1)C(=O)O.C(C1=CC=CC=C1)(C1=CC=CC=C1)(C1=CC=CC=C1)NC=1SC=C(N1)/C(/C(=O)O)=N/O[C@@H]1C(NCC1)=O ((Z)-2-(2-tritylaminothiazol-4-yl)-2-[((3S)-2-pyrrolidon-3-yl)oxyimino]acetic acid methyl L-phenylalaninate salt). RXN SMILES: [C:1]([NH:20][C:21]1[S:22][CH:23]=[C:24](/[C:26](=[N:30]/[O:31][CH:32]2[CH2:36][CH2:35][NH:34][C:33]2=[O:37])/[C:27]([OH:29])=[O:28])[N:25]=1)([C:14]1[CH:19]=[CH:18][CH:17]=[CH:16][CH:15]=1)([C:8]1[CH:13]=[CH:12][CH:11]=[CH:10][CH:9]=1)[C:2]1[CH:7]=[CH:6][CH:5]=[CH:4][CH:3]=1.O1CCOCC1.[NH2:44][C@H:45]([C:53]([O:55]C)=[O:54])[CH2:46][C:47]1[CH:52]=[CH:51][CH:50]=[CH:49][CH:48]=1>CO>[CH3:1][NH:44][C@H:45]([C:53]([OH:55])=[O:54])[CH2:46][C:47]1[CH:52]=[CH:51][CH:50]=[CH:49][CH:48]=1.[C:1]([NH:20][C:21]1[S:22][CH:23]=[C:24](/[C:26](=[N:30]/[O:31][C@H:32]2[CH2:36][CH2:35][NH:34][C:33]2=[O:37])/[C:27]([OH:29])=[O:28])[N:25]=1)([C:14]1[CH:15]=[CH:16][CH:17]=[CH:18][CH:19]=1)([C:8]1[CH:13]=[CH:12][CH:11]=[CH:10][CH:9]=1)[C:2]1[CH:3]=[CH:4][CH:5]=[CH:6][CH:7]=1 |f:4.5|. Procedure: 30 g of (Z)-2-(2-tritylaminothiazol-4-yl)-2-[(2-pyrrolidon-3-yl)oxyimino]acetic acid and 60 ml of methanol are added to 100 ml of dioxane containing 0.5 g of methyl L-phenylalaninate, and the mixture is heated at 50° C. to dissolve said acid therein. 700 ml of dioxane are added to the solution, and the mixture is stirred at room temperature for 5 hours. Crystalline precipitates are collected by filtration (the filtrate is hereinafter referred to as "Filtrate I"), and 14.3 g of the crude product ... Reported procedure: 9-(3-Benzyloxyprop-1-oxy)-6-chloro-2-formamidopurine (3.40 g, 9.41 mmol) in 80% formic acid (100 ml) was heated at 100° C. for 1 hour. The reaction mixture was then cooled and stirred with 10% palladium on charcoal (2.0 g) under an atmosphere of hydrogen at 20° C. for 45 minutes. After removal of the catalyst, the solution was evaporated and the residue was treated with water (50 ml) and concentrated aqueous ammonia (4 ml) at 100° C. for 15 minutes. The solution was then cooled and evaporated un... Reactants: C(C1=CC=CC=C1)OCCCON1C2=NC(=NC(=C2N=C1)Cl)NC=O (9-(3-Benzyloxyprop-1-oxy)-6-chloro-2-formamidopurine), C(=O)O (formic acid). Product: OCCCON1C=2N=C(NC(C2N=C1)=O)N (9-(3-hydroxyprop-1-oxy)guanine). As a reaction SMILES: C([O:8][CH2:9][CH2:10][CH2:11][O:12][N:13]1[CH:21]=[N:20][C:19]2[C:14]1=[N:15][C:16]([NH:23]C=O)=[N:17][C:18]=2Cl)C1C=CC=CC=1.C(O)=[O:27]>[Pd]>[OH:8][CH2:9][CH2:10][CH2:11][O:12][N:13]1[CH:21]=[N:20][C:19]2[C:18](=[O:27])[NH:17][C:16]([NH2:23])=[N:15][C:14]1=2. The yield is 33.0%. Reagents/catalysts: [Pd] (palladium on charcoal).